From a dataset of the Open Reaction Database (ORD), a public repository of structured organic reaction records. describe an organic reaction: reactants, conditions, products, and yield Starting materials: COC=C1CCC(CC1)C1=CC=C(C(=O)OC)C=C1 (methyl 4-[4-(methoxymethyl idene)-cyclohexyl]benzoate), C1(=CC=CC=C1)C (toluene), C(=O)O (formic acid), [OH-].[K+] (potassium hydroxide), ice water. Solvent: CO (methanol). Conditions: time 8 hour. The product is C(=O)[C@@H]1CC[C@H](CC1)C1=CC=C(C(=O)OC)C=C1 (methyl 4-(trans-4-formylcyclohexyl)-benzoate). Yield: 76.0%. RXN SMILES: C[O:2][CH:3]=[C:4]1[CH2:9][CH2:8][CH:7]([C:10]2[CH:19]=[CH:18][C:13]([C:14]([O:16][CH3:17])=[O:15])=[CH:12][CH:11]=2)[CH2:6][CH2:5]1.C1(C)C=CC=CC=1.C(O)=O.[OH-].[K+]>CO>[CH:3]([C@H:4]1[CH2:9][CH2:8][C@H:7]([C:10]2[CH:11]=[CH:12][C:13]([C:14]([O:16][CH3:17])=[O:15])=[CH:18][CH:19]=2)[CH2:6][CH2:5]1)=[O:2] |f:3.4|. Reported procedure: A mixture of 123 g of methyl 4-[4-(methoxymethyl idene)-cyclohexyl]benzoate, 1 l of toluene and 500 ml of formic acid was stirred vigorously at room temperature overnight. The formic acid phase was separated. The toluene phase was washed neutral with water, dried over sodium sulfate, filtered and concentrated. The crude cis/trans mixture obtained was dissolved in 600 ml of methanol. The solution was added dropwise while gassing with nitrogen at 3° C. within 10 minutes to 1.2 l of a 0.1N methanol... The reactants are [Cr](=O)(=O)([O-])O[Cr](=O)(=O)[O-].[NH+]1=CC=CC=C1.[NH+]1=CC=CC=C1 (pyridinium dichromate), C1(CC1)O (Cyclopropyl Alcohol), O (water). Solvent: CN(C)C=O (DMF). Reaction conditions: time 8 hour. Product: C(C)[C@@H]1[C@@H](C1)CC(=O)O ((+,−)-cis-2-Ethylcyclopropylacetic Acid). Isolated yield 66.0%. RXN SMILES: [CH:1]1([OH:4])CC1.[Cr](O[Cr]([O-])(=O)=O)([O-])(=O)=O.[NH+]1[CH:19]=[CH:18][CH:17]=[CH:16][CH:15]=1.[NH+]1C=CC=C[CH:21]=1.[OH2:26]>CN(C=O)C>[CH2:16]([C@H:17]1[CH2:21][C@H:18]1[CH2:19][C:1]([OH:4])=[O:26])[CH3:15] |f:1.2.3|. Procedure: Alcohol 14 (2.30 g; 19.8 mmol) was dissolved in dry DMF (96 ml) and pyridinium dichromate (PDC) (3.5 eq., 26 g) was added in one portion. The reaction mixture was stirred overnight at room temperature and then poured into 300 ml of water and extracted with (4×80 ml) of ether. The organic layers were combined, washed with brine and concentrated under reduced pressure. The residue was then dissolved in chloroform (30 ml) and the solution was extracted two times with 25 ml of a 10% aqueous solution... The reactants are CCOC(=O)N=NC(=O)OCC, C1CCOC1, O=C1c2ccccc2C(=O)N1O, OC1CSC1, c1ccc(P(c2ccccc2)c2ccccc2)cc1. Yields the product O=C1c2ccccc2C(=O)N1OC1CSC1. RXN SMILES: [O:1]=[C:2]([O:3][CH2:4][CH3:5])[N:6]=[N:7][C:8]([O:9][CH2:10][CH3:11])=[O:12].[O:49]1[CH2:50][CH2:51][CH2:52][CH2:53]1.[OH:18][N:19]1[C:20](=[O:29])[c:21]2[c:22]([cH:25][cH:26][cH:27][cH:28]2)[C:23]1=[O:24].[S:13]1[CH2:14][CH:15]([OH:17])[CH2:16]1.[c:30]1([P:31]([c:32]2[cH:33][cH:34][cH:35][cH:36][cH:37]2)[c:38]2[cH:39][cH:40][cH:41][cH:42][cH:43]2)[cH:44][cH:45][cH:46][cH:47][cH:48]1>>[S:13]1[CH2:14][CH:15]([O:17][N:19]2[C:20](=[O:29])[c:21]3[c:22]([cH:25][cH:26][cH:27][cH:28]3)[C:23]2=[O:24])[CH2:16]1. The reactants are Cc1nc(C(C)(C)N)no1, O=C(O)c1ccc(C2CCCC2)c(-c2cccc(Cl)c2)n1. Product: Cc1nc(C(C)(C)NC(=O)c2ccc(C3CCCC3)c(-c3cccc(Cl)c3)n2)no1. RXN SMILES: [CH3:22][C:23]([NH2:24])([c:25]1[n:26][o:27][c:28]([CH3:30])[n:29]1)[CH3:31].[Cl:1][c:2]1[cH:3][c:4](-[c:8]2[c:9]([CH:17]3[CH2:18][CH2:19][CH2:20][CH2:21]3)[cH:10][cH:11][c:12]([C:14](=[O:15])[OH:16])[n:13]2)[cH:5][cH:6][cH:7]1>>[Cl:1][c:2]1[cH:3][c:4](-[c:8]2[c:9]([CH:17]3[CH2:18][CH2:19][CH2:20][CH2:21]3)[cH:10][cH:11][c:12]([C:14](=[O:16])[NH:24][C:23]([CH3:22])([c:25]3[n:26][o:27][c:28]([CH3:30])[n:29]3)[CH3:31])[n:13]2)[cH:5][cH:6][cH:7]1. The reactants are Cl[C@H](C(=O)O)[C@@H](C1=CC=CC=C1)O ((2S,3R)-2-chloro-3-hydroxy-3-phenyl propionic acid), C([O-])(O)=O.[Na+] (sodium bicarbonate). Reported procedure: A mixture of (2S,3R)-2-chloro-3-hydroxy-3-phenyl propionic acid (CIV, EXAMPLE 3, 2 g, 10 mmol) in methanol (20 ml, saturated with hydrochloric acid) is stirred at 25° for 1 hr. The reaction mixture is poured into a saturated aqueous sodium bicarbonate (20 ml) and extracted with ethyl acetate (20 ml×3). The combined organic phases are washed with water (20 ml) and dried over magnesium sulfate. Filtration and solvent removal under reduced pressure gives the title compound, [α]25D=−5.0° (c=1.5, CHC... Reaction SMILES: [Cl:1][C@@H:2]([C@H:6]([OH:13])[C:7]1[CH:12]=[CH:11][CH:10]=[CH:9][CH:8]=1)[C:3]([OH:5])=[O:4].[C:14](=O)(O)[O-].[Na+]>CO>[Cl:1][C@@H:2]([C@H:6]([OH:13])[C:7]1[CH:12]=[CH:11][CH:10]=[CH:9][CH:8]=1)[C:3]([O:5][CH3:14])=[O:4] |f:1.2|. The solvent is CO (methanol). Yields the product Cl[C@H](C(=O)OC)[C@@H](C1=CC=CC=C1)O (Methyl (2S,3R)-2-chloro-3-hydroxy-3-phenylpropionate). Run at time 1 hour. The reactants are COC=1C=C(C(=O)NCC2=C(C=C(C=C2)C2=NOC(=N2)C)NC(C(F)(F)F)=O)C=C(C1C)OC (3,5-Dimethoxy-4-methyl-N-[4-(5-methyl-[1,2,4]oxadiazol-3-yl)-2-(2,2,2-trifluoro-acetylamino)-benzyl]-benzamide), C(C(C)C)I (isobutyl iodide), C([O-])([O-])=O.[K+].[K+] (potassium carbonate), C(C(C)C)I (isobutyl iodide), C([O-])([O-])=O.[K+].[K+] (potassium carbonate). Run in O (water), CN(C)C=O (DMF), C(C)(=O)OCC (ethyl acetate), CO (methanol), O (water). Reaction conditions: temperature 85 celsius. Product: C(C(C)C)NC1=C(CNC(C2=CC(=C(C(=C2)OC)C)OC)=O)C=CC(=C1)C1=NOC(=N1)C (N-[2-Isobutylamino-4-(5-methyl-[1,2,4]oxadiazol-3-yl)-benzyl]-3,5-dimethoxy-4-methyl-benzamide). Isolated yield 54.3%. RXN SMILES: [CH3:1][O:2][C:3]1[CH:4]=[C:5]([CH:29]=[C:30]([O:33][CH3:34])[C:31]=1[CH3:32])[C:6]([NH:8][CH2:9][C:10]1[CH:15]=[CH:14][C:13]([C:16]2[N:20]=[C:19]([CH3:21])[O:18][N:17]=2)=[CH:12][C:11]=1[NH:22]C(=O)C(F)(F)F)=[O:7].[CH2:35](I)[CH:36]([CH3:38])[CH3:37].C(=O)([O-])[O-].[K+].[K+]>CN(C=O)C.C(OCC)(=O)C.CO.O>[CH2:35]([NH:22][C:11]1[CH:12]=[C:13]([C:16]2[N:20]=[C:19]([CH3:21])[O:18][N:17]=2)[CH:14]=[CH:15][C:10]=1[CH2:9][NH:8][C:6](=[O:7])[C:5]1[CH:29]=[C:30]([O:33][CH3:34])[C:31]([CH3:32])=[C:3]([O:2][CH3:1])[CH:4]=1)[CH:36]([CH3:38])[CH3:37] |f:2.3.4|. Procedure details: A suspension of compound 1h (200 mg, 0.42 mmol), isobutyl iodide (0.144 mL, 1.25 mmol), and potassium carbonate (173 mg, 1.25 mmol) in DMF (2 mL) was sealed in a pressure tube and heated at 85° C. for three days. Additional portions of isobutyl iodide (3 eq) were added each day. The reaction mixture was cooled to rt, diluted with ethyl acetate, washed with water and brine, dried, and concentrated on a rotary evaporator. The residue was dissolved in a mixture of methanol (10 mL) and water (1 mL),... Starting materials: COC1=CC2=C(C=C1C)C1(C(NC3=CC=CC=C13)=O)CO2 (6-methoxy-5-methylspiro[1-benzofuran-3,3′-indol]-2′(1′H)-one), BrCC1OCCCC1 (2-(bromomethyl)tetrahydro-2H-pyran), 5,6-dihydrospiro[benzo[1,2-b:5,4-b′]difuran-3,3′-indol]-2″(1′H)-one, CC1=CC=C(C=C1)S(=O)(=O)OC[C@@H]1OCCC1 ((R)-(tetrahydrofuran-2-yl)methyl 4-methylbenzenesulfonate). Yields the product COC1=CC2=C(C=C1C)C1(C(N(C3=CC=CC=C13)C[C@@H]1OCCC1)=O)CO2 (6-methoxy-5-methyl-1′-[(2R)-tetrahydrofuran-2-ylmethyl]spiro[1-benzofuran-3,3′-indol]-2′(1′H)-one). As a reaction SMILES: [CH3:1][O:2][C:3]1[C:8]([CH3:9])=[CH:7][C:6]2[C:10]3([CH2:20][O:21][C:5]=2[CH:4]=1)[C:18]1[C:13](=[CH:14][CH:15]=[CH:16][CH:17]=1)[NH:12][C:11]3=[O:19].CC1C=CC(S(O[CH2:33][C@H:34]2[CH2:38][CH2:37][CH2:36][O:35]2)(=O)=O)=CC=1.BrCC1CCCCO1>>[CH3:1][O:2][C:3]1[C:8]([CH3:9])=[CH:7][C:6]2[C:10]3([CH2:20][O:21][C:5]=2[CH:4]=1)[C:18]1[C:13](=[CH:14][CH:15]=[CH:16][CH:17]=1)[N:12]([CH2:33][C@H:34]1[CH2:38][CH2:37][CH2:36][O:35]1)[C:11]3=[O:19]. Reported procedure: Following the procedure as described in EXAMPLE 4 and making non-critical variations using 6-methoxy-5-methylspiro[1-benzofuran-3,3′-indol]-2′(1′H)-one to replace 5,6-dihydrospiro[benzo[1,2-b:5,4-b′]difuran-3,3′-indol]-2″(1′H)-one, and (R)-(tetrahydrofuran-2-yl)methyl 4-methylbenzenesulfonate to replace 2-(bromomethyl)tetrahydro-2H-pyran, 6-methoxy-5-methyl-1′-[(2R)-tetrahydrofuran-2-ylmethyl]spiro[1-benzofuran-3,3′-indol]-2′(1′H)-one was obtained (72%) as a colorless solid: mp 151-153° C.; 1H N... Starting materials: C(C)(C)[C@@H]1CC[C@]2([C@H]1[C@H]1CC[C@@H]3[C@]4(CC[C@@H](C([C@@H]4CC[C@]3([C@@]1(CC2)C)C)(C)C)C2=CC=C(C=C2)C(=O)OC)C)C(=O)O ((1S,3aS,5aR,5bR,7aS,9S,11aS,11bR,13aR,13bR)-1-isopropyl-9-(4-(methoxycarbonyl)phenyl)-5a,5b,8,8,11a-pentamethylicosahydro-1H-cyclopenta[a]chrysene-3a-carboxylic acid), C(C(=O)Cl)(=O)Cl (oxalyl chloride). Run at time 3 hour. Yields the product ClC(=O)[C@]12[C@@H]([C@H]3CC[C@@H]4[C@]5(CC[C@@H](C([C@@H]5CC[C@]4([C@@]3(CC1)C)C)(C)C)C1=CC=C(C(=O)OC)C=C1)C)[C@@H](CC2)C(C)C (methyl 4-((1S,3aS,5aR,5bR,7aS,9S,11aS,11bR,13aR,13bR)-3a-(chlorocarbonyl)-1-isopropyl-5a,5b,8,8,11a-pentamethylicosahydro-1H-cyclopenta[a]chrysen-9-yl)benzoate). As a reaction SMILES: [CH:1]([C@H:4]1[C@@H:8]2[C@@H:9]3[C@@:22]([CH3:25])([CH2:23][CH2:24][C@@:7]2([C:40]([OH:42])=O)[CH2:6][CH2:5]1)[C@@:21]1([CH3:26])[C@@H:12]([C@:13]2([CH3:39])[C@@H:18]([CH2:19][CH2:20]1)[C:17]([CH3:28])([CH3:27])[C@@H:16]([C:29]1[CH:34]=[CH:33][C:32]([C:35]([O:37][CH3:38])=[O:36])=[CH:31][CH:30]=1)[CH2:15][CH2:14]2)[CH2:11][CH2:10]3)([CH3:3])[CH3:2].C(Cl)(=O)C([Cl:46])=O>>[Cl:46][C:40]([C@:7]12[CH2:6][CH2:5][C@@H:4]([CH:1]([CH3:3])[CH3:2])[C@@H:8]1[C@@H:9]1[C@@:22]([CH3:25])([CH2:23][CH2:24]2)[C@@:21]2([CH3:26])[C@@H:12]([C@:13]3([CH3:39])[C@@H:18]([CH2:19][CH2:20]2)[C:17]([CH3:27])([CH3:28])[C@@H:16]([C:29]2[CH:34]=[CH:33][C:32]([C:35]([O:37][CH3:38])=[O:36])=[CH:31][CH:30]=2)[CH2:15][CH2:14]3)[CH2:11][CH2:10]1)=[O:42]. Procedure: To a flask containing (1S,3aS,5aR,5bR,7aS,9S,11aS,11bR,13aR,13bR)-1-isopropyl-9-(4-(methoxycarbonyl)phenyl)-5a,5b,8,8,11a-pentamethylicosahydro-1H-cyclopenta[a]chrysene-3a-carboxylic acid (0.154 g, 0.267 mmol) was added oxalyl chloride (2M in dichloromethane) (5 mL, 10.00 mmol). The solution was stirred at rt for 3 h. The mixture was concentrated under reduced pressure and was dissolved in dichloromethane and concentrated two additional times. The crude product was used in the next step with no ... Reactants: COC(=O)CC1CC(N(C)CC2OC(n3ccc4c(NCc5ccc(OC)cc5OC)ncnc43)C3OC(C)(C)OC23)C1, CO, Cl, [Na+], [OH-], O. Yields the product COc1ccc(CNc2ncnc3c2ccn3C2OC(CN(C)C3CC(CC(=O)O)C3)C3OC(C)(C)OC32)c(OC)c1. Reaction SMILES: [CH3:1][O:2][c:3]1[c:4]([CH2:5][NH:6][c:7]2[c:8]3[c:9]([n:10][cH:11][n:12]2)[n:13]([CH:16]2[O:17][CH:18]([CH2:26][N:27]([CH:28]4[CH2:29][CH:30]([CH2:32][C:33](=[O:34])[O:35][CH3:36])[CH2:31]4)[CH3:37])[CH:19]4[CH:20]2[O:21][C:22]([CH3:24])([CH3:25])[O:23]4)[cH:14][cH:15]3)[cH:38][cH:39][c:40]([O:42][CH3:43])[cH:41]1.[CH3:48][OH:49].[ClH:47].[Na+:45].[OH-:44].[OH2:46]>>[CH3:1][O:2][c:3]1[c:4]([CH2:5][NH:6][c:7]2[c:8]3[c:9]([n:10][cH:11][n:12]2)[n:13]([CH:16]2[O:17][CH:18]([CH2:26][N:27]([CH:28]4[CH2:29][CH:30]([CH2:32][C:33](=[O:34])[OH:35])[CH2:31]4)[CH3:37])[CH:19]4[CH:20]2[O:21][C:22]([CH3:24])([CH3:25])[O:23]4)[cH:14][cH:15]3)[cH:38][cH:39][c:40]([O:42][CH3:43])[cH:41]1.